Dataset: the Open Reaction Database (ORD), a public repository of structured organic reaction records. Task: describe an organic reaction: reactants, conditions, products, and yield Reactants: CCOC(=O)CC1CCc2c1[nH]c1ccc(OCc3ccc(C4CCCCC4)c(C#N)c3)cc21, C1COCCO1, [Li+], [OH-]. Yields the product N#Cc1cc(COc2ccc3[nH]c4c(c3c2)CCC4CC(=O)O)ccc1C1CCCCC1. As a reaction SMILES: [C:1](#[N:2])[c:3]1[cH:4][c:5]([CH2:6][O:7][c:8]2[cH:9][c:10]3[c:11]4[c:12]([nH:13][c:14]3[cH:15][cH:16]2)[CH:17]([CH2:20][C:21](=[O:22])[O:23][CH2:24][CH3:25])[CH2:18][CH2:19]4)[cH:26][cH:27][c:28]1[CH:29]1[CH2:30][CH2:31][CH2:32][CH2:33][CH2:34]1.[CH2:37]1[O:38][CH2:39][CH2:40][O:41][CH2:42]1.[Li+:36].[OH-:35]>>[C:1](#[N:2])[c:3]1[cH:4][c:5]([CH2:6][O:7][c:8]2[cH:9][c:10]3[c:11]4[c:12]([nH:13][c:14]3[cH:15][cH:16]2)[CH:17]([CH2:20][C:21](=[O:22])[OH:23])[CH2:18][CH2:19]4)[cH:26][cH:27][c:28]1[CH:29]1[CH2:30][CH2:31][CH2:32][CH2:33][CH2:34]1. Reactants: ClC=1C=C2N=C3C=CC(=CC3=C(C2=CC1)Cl)OC (6,9-dichloro-2-methoxyacridine), NCCOCCN(CC)CC (2-(2-aminoethoxy)-N,N-diethylethanamine). Yields the product ClC=1C=C2N=C3C=CC(=CC3=C(C2=CC1)NCCOCCN(CC)CC)OC (6-Chloro-N-(2-(2-(diethylamino)ethoxy)ethyl)-2-methoxyacridin-9-amine). RXN SMILES: [Cl:1][C:2]1[CH:3]=[C:4]2[C:13](=[CH:14][CH:15]=1)[C:12](Cl)=[C:11]1[C:6]([CH:7]=[CH:8][C:9]([O:17][CH3:18])=[CH:10]1)=[N:5]2.[NH2:19][CH2:20][CH2:21][O:22][CH2:23][CH2:24][N:25]([CH2:28][CH3:29])[CH2:26][CH3:27]>>[Cl:1][C:2]1[CH:3]=[C:4]2[C:13](=[CH:14][CH:15]=1)[C:12]([NH:19][CH2:20][CH2:21][O:22][CH2:23][CH2:24][N:25]([CH2:26][CH3:27])[CH2:28][CH3:29])=[C:11]1[C:6]([CH:7]=[CH:8][C:9]([O:17][CH3:18])=[CH:10]1)=[N:5]2. Procedure: Following the general procedure of Example 1 and making non-critical variations, but using 6,9-dichloro-2-methoxyacridine and commercially available 2-(2-aminoethoxy)-N,N-diethylethanamine, the title compound was obtained; MS (Found M+1=402). Starting materials: ClC=1C=CC(=C(C=O)C1)SC=1SC=CC1 (5-chloro-2-(2-thienylthio)-benzaldehyde), C(CNC(=O)C1=CC=CC=C1)(=O)O (hippuric acid), C(C)(=O)OC(C)=O (acetic anhydride), C([O-])(O)=O.[Na+] (sodium bicarbonate). Solvent: C(C)O (ethanol). Conditions: time 2 hour. Yields the product C1(=CC=CC=C1)C=1OC(C(N1)=CC1=C(C=CC(=C1)Cl)SC=1SC=CC1)=O (2-phenyl-4-[5-chloro-2-(2-thienylthio)-benzylidene]-2-oxazolin-5-one). RXN SMILES: C(=O)(O)[O-].[Na+].[Cl:6][C:7]1[CH:8]=[CH:9][C:10]([S:15][C:16]2[S:17][CH:18]=[CH:19][CH:20]=2)=[C:11]([CH:14]=1)[CH:12]=O.[C:21]([OH:33])(=[O:32])[CH2:22][NH:23][C:24]([C:26]1[CH:31]=[CH:30][CH:29]=[CH:28][CH:27]=1)=O.C(OC(=O)C)(=O)C>C(O)C>[C:26]1([C:24]2[O:33][C:21](=[O:32])[C:22](=[CH:12][C:11]3[CH:14]=[C:7]([Cl:6])[CH:8]=[CH:9][C:10]=3[S:15][C:16]3[S:17][CH:18]=[CH:19][CH:20]=3)[N:23]=2)[CH:27]=[CH:28][CH:29]=[CH:30][CH:31]=1 |f:0.1|. Procedure details: 8.4 g (0.1 mole) of sodium bicarbonate is added, with stirring, to the mixture of 25.5 g (0.1 mole) of 5-chloro-2-(2-thienylthio)-benzaldehyde and 17.9 g (0.1 mole) of hippuric acid in 34.7 g (0.34 mole) of acetic anhydride, and the reaction mixture is stirred at 90°-95° for two hours. It is thereupon cooled to 25°; to the thick crystal mass is added 300 ml of 50% ethanol, the solid substance is filtered off with suction and is washed with 150 ml of 50% ethanol. Drying in a vacuum chamber leaves... Reactants: C(C1=CC=CC=C1)NC(C)C1COC2=C(O1)C=CC=C2 (N-benzyl-1-(1,4-benzodioxan-2-yl)ethylamine), C(C1=CC=CC=C1)OC1=C(C=C(C=C1)C(CBr)=O)S(=O)(=O)N (2-benzyloxy-5-bromoacetylbenzenesulfonamide). Solvent: C(C)C(=O)C (methyl ethyl ketone). Reaction conditions: time 2 hour. Product: C(C1=CC=CC=C1)OC1=C(C=C(C=C1)C(CN(CC1=CC=CC=C1)C(C)C1COC2=C(O1)C=CC=C2)=O)S(=O)(=O)N (2-benzyloxy-5-[N-benzyl-1-(1,4-benzodioxan-2-yl)ethylaminoacetyl]benzenesulfonamide). Reaction SMILES: [CH2:1]([NH:8][CH:9]([CH:11]1[O:16][C:15]2[CH:17]=[CH:18][CH:19]=[CH:20][C:14]=2[O:13][CH2:12]1)[CH3:10])[C:2]1[CH:7]=[CH:6][CH:5]=[CH:4][CH:3]=1.[CH2:21]([O:28][C:29]1[CH:34]=[CH:33][C:32]([C:35](=[O:38])[CH2:36]Br)=[CH:31][C:30]=1[S:39]([NH2:42])(=[O:41])=[O:40])[C:22]1[CH:27]=[CH:26][CH:25]=[CH:24][CH:23]=1>C(C(C)=O)C>[CH2:21]([O:28][C:29]1[CH:34]=[CH:33][C:32]([C:35](=[O:38])[CH2:36][N:8]([CH:9]([CH:11]2[O:16][C:15]3[CH:17]=[CH:18][CH:19]=[CH:20][C:14]=3[O:13][CH2:12]2)[CH3:10])[CH2:1][C:2]2[CH:3]=[CH:4][CH:5]=[CH:6][CH:7]=2)=[CH:31][C:30]=1[S:39]([NH2:42])(=[O:41])=[O:40])[C:22]1[CH:23]=[CH:24][CH:25]=[CH:26][CH:27]=1. Reported procedure: A mixture of 10.76 g (0.04 mole) of N-benzyl-1-(1,4-benzodioxan-2-yl)ethylamine (i1 '), 7.68 g (0.02 mole) of 2-benzyloxy-5-bromoacetylbenzenesulfonamide, and 50 ml of methyl ethyl ketone was reluxed for 2 hours with stirring and then methyl ethyl ketone was distilled off under reduced pressure. The residue was subjected to a silica gel column chromatography and eluted using a mixture of chloroform and ethyl acetate of 2:1 by volume ratio to provide 9.6 g of the isomer (i1 ') of crude 2-benzylox... Starting materials: C(=O)C1=C(NC2=CC=CC=C12)C(=O)OCC (Ethyl 3-Formylindole-2-carboxylate), [Br-].C1(CCCCC1)C[P+](C1=CC=CC=C1)(C1=CC=CC=C1)C1=CC=CC=C1 ((Cyclohexyl)methyltriphenylphosphonium Bromide), [Br-].C(C1=CC=CC=C1)[P+](C1=CC=CC=C1)(C1=CC=CC=C1)C1=CC=CC=C1 (benzyltriphenylphosphonium bromide). The product is C1(=CC=CC=C1)C=CC1=C(NC2=CC=CC=C12)C(=O)OCC (Ethyl 3-(2-Phenylethenyl)indole-2-carboxylate). Isolated yield 73.0%. As a reaction SMILES: [CH:1]([C:3]1[C:11]2[C:6](=[CH:7][CH:8]=[CH:9][CH:10]=2)[NH:5][C:4]=1[C:12]([O:14][CH2:15][CH3:16])=[O:13])=O.[Br-].[CH:18]1([CH2:24][P+](C2C=CC=CC=2)(C2C=CC=CC=2)C2C=CC=CC=2)[CH2:23][CH2:22][CH2:21][CH2:20][CH2:19]1.[Br-].C([P+](C1C=CC=CC=1)(C1C=CC=CC=1)C1C=CC=CC=1)C1C=CC=CC=1>>[C:18]1([CH:24]=[CH:1][C:3]2[C:11]3[C:6](=[CH:7][CH:8]=[CH:9][CH:10]=3)[NH:5][C:4]=2[C:12]([O:14][CH2:15][CH3:16])=[O:13])[CH:23]=[CH:22][CH:21]=[CH:20][CH:19]=1 |f:1.2,3.4|. Reported procedure: Using the procedure of Example 121 but replacing the resultant compound of Example 98 with the resultant compound of Example 97 and replacing the resultant compound of Example 120 with benzyltriphenylphosphonium bromide gave the desired compound in 73% yield after silica gel chromatography using 4:1 hexane/ethyl acetate. 1H NMR (CDCl3) δ 1.49 (t,J=7 Hz,3H), 4.48 (q,J=7 Hz,2H), 7.2-7.3 (m,2H), 7.35-7.45 (m,5H), 7.60 (br d,J=8 Hz,1H), 8.07 (d,J=16 Hz,1H), 8.16 (d,J=8 Hz,1H), 8.88 (br,1H). Mass spe...